The task is: describe an organic reaction: reactants, conditions, products, and yield. This data is from the Open Reaction Database (ORD), a public repository of structured organic reaction records. Reactants: NC(CO)(C)C (2-amino-2-methyl-1-propanol), [OH-].[Na+] (sodium hydroxide), ice water, C(C1=CC=CC=C1)Br (benzyl bromide). The solvent is O1CCCC1 (tetrahydrofuran), O1CCCC1 (THF). Conditions: time 1 hour. The product is NC(COCC1=CC=CC=C1)(C)C (2-Amino-1-benzyloxy-2-methylpropane). As a reaction SMILES: [NH2:1][C:2]([CH3:6])([CH3:5])[CH2:3][OH:4].[OH-].[Na+].[CH2:9](Br)[C:10]1[CH:15]=[CH:14][CH:13]=[CH:12][CH:11]=1>O1CCCC1>[NH2:1][C:2]([CH3:6])([CH3:5])[CH2:3][O:4][CH2:9][C:10]1[CH:15]=[CH:14][CH:13]=[CH:12][CH:11]=1 |f:1.2|. Reported procedure: A solution of 2-amino-2-methyl-1-propanol (7.1 mmol) in tetrahydrofuran (THF) (25 mL) was added dropwise to a slurry of 60% sodium hydroxide/oil (3 g, 75 mmol) in THF (75 mL). The mixture was stirred at room temperature for 1 hour and then cooled in an ice bath. A solution of benzyl bromide (5.9 mL, 50 mmol) was added dropwise. After stirring for 2 hours at 0° C., the reaction mixture was poured into ice/water and extracted with ethyl acetate. The organic phase was washed with brine, dried (MgSO... The reactants are N[C@H](C(C)(O)C)C ((S)-3-amino-2-methylbutan-2-ol), N1C=NC=C1 (imidazole), CC(C)(C)[Si](C)(C)Cl (TBSCl). The solvent is C(Cl)Cl (CH2Cl2). Conditions: time 8 hour. Yields the product [Si](C)(C)(C(C)(C)C)OC([C@H](C)N)(C)C ((S)-3-(tert-butyldimethylsilyloxy)-3-methylbutan-2-amine). Yield: 99.6%. Reaction SMILES: [NH2:1][C@@H:2]([CH3:7])[C:3]([CH3:6])([OH:5])[CH3:4].N1C=CN=C1.[CH3:13][C:14]([Si:17](Cl)([CH3:19])[CH3:18])([CH3:16])[CH3:15]>C(Cl)Cl>[Si:17]([O:5][C:3]([CH3:6])([CH3:4])[C@@H:2]([NH2:1])[CH3:7])([C:14]([CH3:16])([CH3:15])[CH3:13])([CH3:19])[CH3:18]. Reported procedure: To a solution of (S)-3-amino-2-methylbutan-2-ol (4 g, 38.8 mmol) and imidazole (5.20 g, 77.7 mmol) in CH2Cl2 (50 mL) was added TBSCl (8.7 g, 57.7 mmol) at 0° C. The mixture was stirred overnight. The mixture was washed with brine. The organic phase was separated and concentrated to give (S)-3-(tert-butyldimethylsilyloxy)-3-methylbutan-2-amine (8.4 g, 100%), which was used for the next step without purification. 1H NMR (CDCl3): 0.00 (s, 6H), 0.73 (s, 9H), 1.08 (s, 3H), 1.12 (d, 3H), 1.21 (s, 3H),... Reactants: OC=1C=C(C=CC1)CCC(=O)O (3-(3-hydroxyphenyl)-propionic acid), [OH-].C(CCC)[P+](CCCC)(CCCC)CCCC (tetrabutylphosphonium hydroxide), ClCC=1C=C(C(=CC1)C1CC1)C1=C(C=CC(=C1)OC)F (3-(Chloromethyl)-6-cyclopropyl-2′-fluoro-5′-(methyloxy)-1,1′-biphenyl). The solvent is C1CCOC1 (THF). Run at temperature 0 celsius, time 10 minute. Yields the product C1(CC1)C1=CC=C(C=C1C1=C(C=CC(=C1)OC)F)COC=1C=C(C=CC1)CCC(=O)O (3-(3-(((6-Cyclopropyl-2′-fluoro-5′-(methyloxy)-1,1′-biphenyl-3-yl)methyl)oxy)phenyl)propanoic acid). Yield: 28.0%. RXN SMILES: [OH:1][C:2]1[CH:3]=[C:4]([CH2:8][CH2:9][C:10]([OH:12])=[O:11])[CH:5]=[CH:6][CH:7]=1.[OH-].C([P+](CCCC)(CCCC)CCCC)CCC.Cl[CH2:32][C:33]1[CH:34]=[C:35]([C:42]2[CH:47]=[C:46]([O:48][CH3:49])[CH:45]=[CH:44][C:43]=2[F:50])[C:36]([CH:39]2[CH2:41][CH2:40]2)=[CH:37][CH:38]=1>C1COCC1>[CH:39]1([C:36]2[C:35]([C:42]3[CH:47]=[C:46]([O:48][CH3:49])[CH:45]=[CH:44][C:43]=3[F:50])=[CH:34][C:33]([CH2:32][O:1][C:2]3[CH:3]=[C:4]([CH2:8][CH2:9][C:10]([OH:12])=[O:11])[CH:5]=[CH:6][CH:7]=3)=[CH:38][CH:37]=2)[CH2:41][CH2:40]1 |f:1.2|. Procedure details: To a solution of 3-(3-hydroxyphenyl)-propionic acid (0.031 g, 0.186 mmol) (commercially available from Alfa, CAS No. 621-54-5) in THF (1 mL) was added tetrabutylphosphonium hydroxide (40 wt % solution in water) (0.27 g, 0.39 mmol). The mixture was then cooled in an ice bath to 0° C. After 10 minutes, 13.5 (0.055 g, 0.191 mmol) was added at 0° C. Upon complete addition, the reaction was allowed to warm to room temperature. After 44 hours, the solvent was removed under vacuum. The residue was dilu... The reactants are Cc1ccccc1, Cl, CC1(C)COc2c(-c3cc(C=O)ccc3OC(F)(F)F)cc(CO)cc21. Product: CC1(C)COc2c(-c3cc(C=O)ccc3OC(F)(F)F)cc(CCl)cc21. Reaction SMILES: [CH3:28][c:29]1[cH:30][cH:31][cH:32][cH:33][cH:34]1.[ClH:27].[OH:1][CH2:2][c:3]1[cH:4][c:5](-[c:14]2[cH:15][c:16]([CH:17]=[O:18])[cH:19][cH:20][c:21]2[O:22][C:23]([F:24])([F:25])[F:26])[c:6]2[c:7]([cH:13]1)[C:8]([CH3:11])([CH3:12])[CH2:9][O:10]2>>[CH2:2]([c:3]1[cH:4][c:5](-[c:14]2[cH:15][c:16]([CH:17]=[O:18])[cH:19][cH:20][c:21]2[O:22][C:23]([F:24])([F:25])[F:26])[c:6]2[c:7]([cH:13]1)[C:8]([CH3:11])([CH3:12])[CH2:9][O:10]2)[Cl:27]. Starting materials: C1CCOC1, CI, O=S(=O)(NC1C2CCCC1(CO)CC2)c1ccc(Cl)s1, [H-], [Na+]. Yields the product COCC12CCCC(CC1)C2NS(=O)(=O)c1ccc(Cl)s1. RXN SMILES: [CH2:25]1[O:26][CH2:27][CH2:28][CH2:29]1.[CH3:23][I:24].[Cl:1][c:2]1[cH:3][cH:4][c:5]([S:7](=[O:8])(=[O:9])[NH:10][CH:11]2[C:12]3([CH2:19][OH:20])[CH2:13][CH2:14][CH2:15][CH:16]2[CH2:17][CH2:18]3)[s:6]1.[H-:21].[Na+:22]>>[Cl:1][c:2]1[cH:3][cH:4][c:5]([S:7](=[O:8])(=[O:9])[NH:10][CH:11]2[C:12]3([CH2:19][O:20][CH3:23])[CH2:13][CH2:14][CH2:15][CH:16]2[CH2:17][CH2:18]3)[s:6]1. The reactants are C=COc1ccc(Br)cc1, ClCCl, CC[Zn]CC, ClCI, Cl, O=C(O)C(F)(F)F. The product is Brc1ccc(OC2CC2)cc1. Reaction SMILES: [Br:16][c:17]1[cH:18][cH:19][c:20]([O:23][CH:24]=[CH2:25])[cH:21][cH:22]1.[CH2:27]([Cl:28])[Cl:29].[CH3:1][CH2:2][Zn:3][CH2:4][CH3:5].[Cl:13][CH2:14][I:15].[ClH:26].[OH:6][C:7]([C:8]([F:9])([F:10])[F:11])=[O:12]>>[CH2:1]1[CH:24]([O:23][c:20]2[cH:19][cH:18][c:17]([Br:16])[cH:22][cH:21]2)[CH2:25]1. Starting materials: CO, COC(=O)c1ccc(OC)c(OC2CCCC2)c1[N+](=O)[O-]. Yields the product COC(=O)c1ccc(OC)c(OC2CCCC2)c1N. As a reaction SMILES: [CH3:22][OH:23].[CH:1]1([O:6][c:7]2[c:8]([N+:19]([O-:20])=[O:21])[c:9]([C:10](=[O:11])[O:12][CH3:13])[cH:14][cH:15][c:16]2[O:17][CH3:18])[CH2:2][CH2:3][CH2:4][CH2:5]1>>[CH:1]1([O:6][c:7]2[c:8]([NH2:19])[c:9]([C:10](=[O:11])[O:12][CH3:13])[cH:14][cH:15][c:16]2[O:17][CH3:18])[CH2:2][CH2:3][CH2:4][CH2:5]1. The product is Cc2ccc(c1ccc(C(F)(F)F)cc1)cc2. Reagents/catalysts: ICy. The reactants are Cc2ccc(B1OCC(C)(C)CO1)cc2 (effective_coupling_partner), COc1ccc(C(F)(F)F)cc1 (substrate). Conditions: temperature 120 celsius, time 12 hour.